This data is from the Open Reaction Database (ORD), a public repository of structured organic reaction records. The task is: describe an organic reaction: reactants, conditions, products, and yield The reactants are C1=C(N=C2COC3=C(N21)C=CC=C3)C(=O)OC (methyl 4H-imidazo-[2,1-c][1,4]-benzoxazine-2-carboxylate), [OH-].[Na+] (NaOH), Cl (hydrochloric acid). Run in CO (methanol), O (water). Yields the product C1=C(N=C2COC3=C(N21)C=CC=C3)C(=O)O (4H-imidazo-[2,1-c][1,4]-benzoxazine-2-carboxylic acid). Isolated yield 90.4%. Reaction SMILES: [CH:1]1[N:9]2[C:4]([CH2:5][O:6][C:7]3[CH:13]=[CH:12][CH:11]=[CH:10][C:8]=32)=[N:3][C:2]=1[C:14]([O:16]C)=[O:15].[OH-].[Na+].Cl>CO.O>[CH:1]1[N:9]2[C:4]([CH2:5][O:6][C:7]3[CH:13]=[CH:12][CH:11]=[CH:10][C:8]=32)=[N:3][C:2]=1[C:14]([OH:16])=[O:15] |f:1.2|. Procedure details: 10.0 g (0.0435 mole) of methyl 4H-imidazo-[2,1-c][1,4]-benzoxazine-2-carboxylate were suspended in a mixture of 100 ml of methanol and 50 ml of water and 2N NaOH solution was added to the mixture thus obtained until the pH was 11. The mixture was warmed until the starting material had completely dissolved and thin layer chromatography indicated that no starting material remained. The solution was subsequently acidified to a pH of 2-3 with concentrated hydrochloric acid and the desired product pr... The reactants are CNC (dimethylamine), ClC1=CC=2C(N(CC(OC2N=C1C)CCCl)C)=O (7-chloro-2-(2-chloroethyl)-2,3-dihydro-4,8-dimethylpyrido[3,2-f]-1,4-oxazepin-5(4H)-one), CO (methanol), C(\C=C\C(=O)O)(=O)O (fumaric acid). Run in C(C)(C)O (isopropyl alcohol). Reaction conditions: time 2 day. The product is C(\C=C\C(=O)O)(=O)O.ClC1=CC=2C(N(CC(OC2N=C1C)CCN(C)C)C)=O (7-Chloro-2-[2-(dimethylamino)ethyl]-2,3-dihydro-4,8-dimethylpyrido[3,2-f]-1,4-oxazepin-5(4H)-one fumarate). RXN SMILES: [CH3:1][NH:2][CH3:3].[Cl:4][C:5]1[C:15]([CH3:16])=[N:14][C:13]2[O:12][CH:11]([CH2:17][CH2:18]Cl)[CH2:10][N:9]([CH3:20])[C:8](=[O:21])[C:7]=2[CH:6]=1.CO.[C:24]([OH:31])(=[O:30])/[CH:25]=[CH:26]/[C:27]([OH:29])=[O:28]>C(O)(C)C>[C:24]([OH:31])(=[O:30])/[CH:25]=[CH:26]/[C:27]([OH:29])=[O:28].[Cl:4][C:5]1[C:15]([CH3:16])=[N:14][C:13]2[O:12][CH:11]([CH2:17][CH2:18][N:2]([CH3:3])[CH3:1])[CH2:10][N:9]([CH3:20])[C:8](=[O:21])[C:7]=2[CH:6]=1 |f:5.6|. Procedure details: To 70 ml of freshly collected dimethylamine was added 5.0 g (0.017 mole) of 7-chloro-2-(2-chloroethyl)-2,3-dihydro-4,8-dimethylpyrido[3,2-f]-1,4-oxazepin-5(4H)-one and 5 ml of methanol. The reaction flask was sealed tightly and left standing at room temperature for 2 days. The reaction flask was cooled and opened and the solvent evaporated in a stream of air. The residue was taken up in 100 ml of methylene chloride and the solution was washed with 3×50 ml of 1N sodium hydroxide, dried over sodiu... Reactants: ClCC(=O)NC1=C(C=C(C=C1)[N+](=O)[O-])Cl (N-(chloroacetyl)-2-chloro-4-nitroaniline), C([O-])([O-])=O.[Na+].[Na+] (sodium carbonate), Cl.CN(CCS)C (2-dimethylaminoethanethiol hydrochloride), O (water). Run in CN(C=O)C (N,N-dimethylformamide). Reaction conditions: temperature 25 celsius, time 1 hour. Yields the product ClC1=C(C=CC(=C1)[N+](=O)[O-])NC(CSCCN(C)C)=O (N-(2-Chloro-4-nitrophenyl)-2-(2-dimethylaminoethylsulfanyl)acetamide). RXN SMILES: Cl[CH2:2][C:3]([NH:5][C:6]1[CH:11]=[CH:10][C:9]([N+:12]([O-:14])=[O:13])=[CH:8][C:7]=1[Cl:15])=[O:4].C(=O)([O-])[O-].[Na+].[Na+].Cl.[CH3:23][N:24]([CH3:28])[CH2:25][CH2:26][SH:27].O>CN(C)C=O>[Cl:15][C:7]1[CH:8]=[C:9]([N+:12]([O-:14])=[O:13])[CH:10]=[CH:11][C:6]=1[NH:5][C:3](=[O:4])[CH2:2][S:27][CH2:26][CH2:25][N:24]([CH3:28])[CH3:23] |f:1.2.3,4.5|. Procedure: To a solution of N-(chloroacetyl)-2-chloro-4-nitroaniline (3.01 g) in N,N-dimethylformamide (100 mL) is added powdered sodium carbonate (6.0 g) and 2-dimethylaminoethanethiol hydrochloride (6.0 g). The mixture is stirred for 1 hour at 25° C., poured into water and extracted into ethyl acetate. The ethyl acetate solution is dried over anhydrous potassium carbonate and concentrated under reduced pressure to give an oil. The oil is crystallized from toluene-hexanes (3:1) to yield a pale yellow crys... Starting materials: C(C)O, C(C(O)=O)(C)(C)C, c12c(cccc1)cncc2. Reagents/catalysts: c1ccc(cc1)-c2c3ccccc3cc4ccccc24 (9-Phenylanthracene), CCOC(=O)C(C)S   (Et2MercapCOOEt), (Ir[dF(5CF3)ppy]2(dtbpy))PF6. Solvent: CS(=O)C (DMSO). Conditions: temperature 25 celsius, time 18 hour. Product: CCc1nccc2ccccc12. RXN SMILES: [cH:1]1[cH:10][c:9]([c:4]2[cH:3][cH:2]1)[cH:8][cH:7][n:6][cH:5]2.[CH3:11][CH2:12]O.CC(C(O)=O)(C)C>>[CH3:11][CH2:12][c:5]1[c:4]([c:9]2[cH:8][cH:7][n:6]1)[cH:3][cH:2][cH:1][cH:10]2. The reactants are C=CC(=O)Cl, O=C([O-])O, CNc1ccc(CC(=O)OC)cc1, CCN(C(C)C)C(C)C, ClCCl, [Na+]. Yields the product C=CC(=O)CNc1ccc(CC(=O)OC)cc1. Reaction SMILES: [C:23]([CH:24]=[CH2:25])(=[O:26])[Cl:27].[C:28](=[O:29])([OH:30])[O-:31].[CH3:1][NH:2][c:3]1[cH:4][cH:5][c:6]([CH2:9][C:10](=[O:11])[O:12][CH3:13])[cH:7][cH:8]1.[CH:14]([N:15]([CH2:16][CH3:17])[CH:18]([CH3:19])[CH3:20])([CH3:21])[CH3:22].[Cl:33][CH2:34][Cl:35].[Na+:32]>>[CH2:1]([NH:2][c:3]1[cH:4][cH:5][c:6]([CH2:9][C:10](=[O:11])[O:12][CH3:13])[cH:7][cH:8]1)[C:23]([CH:24]=[CH2:25])=[O:26]. Reactants: BrC=1C=C(C(=O)NC2=CC=C(C3=CC=CC=C23)OCCN2CCOCC2)C=CC1 (3-bromo-N-[4-(2-morpholin-4-yl-ethoxy)-naphthalen-1-yl]-benzamide), FC1=C(C=CC=C1)B(O)O (2-fluorophenyl boronic acid). Product: N1(CCOCC1)CCOC1=CC=C(C2=CC=CC=C12)NC(=O)C=1C=C(C=CC1)C1=C(C=CC=C1)F (2′-Fluoro-biphenyl-3-carboxylic acid [4-(2-morpholin-4-yl-ethoxy)-naphthalen-1-yl]-amide). As a reaction SMILES: Br[C:2]1[CH:3]=[C:4]([CH:27]=[CH:28][CH:29]=1)[C:5]([NH:7][C:8]1[C:17]2[C:12](=[CH:13][CH:14]=[CH:15][CH:16]=2)[C:11]([O:18][CH2:19][CH2:20][N:21]2[CH2:26][CH2:25][O:24][CH2:23][CH2:22]2)=[CH:10][CH:9]=1)=[O:6].[F:30][C:31]1[CH:36]=[CH:35][CH:34]=[CH:33][C:32]=1B(O)O>>[N:21]1([CH2:20][CH2:19][O:18][C:11]2[C:12]3[C:17](=[CH:16][CH:15]=[CH:14][CH:13]=3)[C:8]([NH:7][C:5]([C:4]3[CH:3]=[C:2]([C:32]4[CH:33]=[CH:34][CH:35]=[CH:36][C:31]=4[F:30])[CH:29]=[CH:28][CH:27]=3)=[O:6])=[CH:9][CH:10]=2)[CH2:26][CH2:25][O:24][CH2:23][CH2:22]1. Procedure: Compound is prepared from 3-bromo-N-[4-(2-morpholin-4-yl-ethoxy)-naphthalen-1-yl]-benzamide and 2-fluorophenyl boronic acid according to conditions described in general procedure K. 1H NMR 300 MHz (CDCl3) δ 8.3 (d, 1H), 8.15 (s, 1H), 7.18-8.05 (m, 11H), 6.8 (d, 1H, J=10 Hz), 4.3 (t, 2H), 3.75 (m, 4H), 3.0 (t, 2H), 2.6 (m, 4H). Starting materials: CO/N=C(\C=1C=CC=CC1OC2=C(C(=NC=N2)OC=3C=CC=CC3Cl)F)/C4=NOCCO4 (Fluoxastrobin), ClC1=NC=NC(=C1F)Cl (4,6-dichloro-5-fluoro-pyrimidine), ClC1=C(C=CC=C1)O (2-chlorophenol). Product: ClC1=NC=NC(=C1F)OC1=C(C=CC=C1)Cl (4-chloro-6-(2-chlorophenoxy)-5-fluoropyrimidine). Reaction SMILES: CO/N=C(/C1OCCON=1)\C1C=CC=CC=1O[C:12]1[N:17]=[CH:16][N:15]=[C:14]([O:18][C:19]2[CH:20]=[CH:21][CH:22]=[CH:23][C:24]=2[Cl:25])[C:13]=1[F:26].[Cl:33]C1C(F)=C(Cl)N=CN=1.ClC1C=CC=CC=1O>>[Cl:33][C:12]1[C:13]([F:26])=[C:14]([O:18][C:19]2[CH:20]=[CH:21][CH:22]=[CH:23][C:24]=2[Cl:25])[N:15]=[CH:16][N:17]=1. Procedure: Fluoxastrobin may further be prepared as described in Scheme 3. Particularly, 4,6-dichloro-5-fluoropyrimidine (5) is reacted with 2-chlorophenol in an appropriate solvent and in the presence of a suitable base to give intermediate 4-chloro-6-(2-chlorophenoxy)-5-fluoropyrimidine (17) which is further reacted with (E)-(5,6-dihydro-1,4,2-dioxazin-3-yl)(2-hydroxyphenyl)methanone O-methyl oxime (13) to give fluoxastrobin. Reactants: FC1=C(C=CC(=C1F)F)C(F)(F)F (2,3,4-trifluorobenzotrifluoride), N (ammonia), liquid. Solvent: O1CCCC1 (tetrahydrofuran). Conditions: temperature 130 celsius, time 6 hour. Yields the product NC1=C(C=CC(=C1F)F)C(F)(F)F (2-amino-3,4-difluoro-benzotrifluoride), FC1=C(C=CC(=C1F)N)C(F)(F)F (2,3-difluoro-4-amino-benzotrifluoride). As a reaction SMILES: [F:1][C:2]1[C:7]([F:8])=[C:6]([F:9])[CH:5]=[CH:4][C:3]=1[C:10]([F:13])([F:12])[F:11].[NH3:14]>O1CCCC1>[NH2:14][C:2]1[C:7]([F:8])=[C:6]([F:9])[CH:5]=[CH:4][C:3]=1[C:10]([F:13])([F:12])[F:11].[F:1][C:2]1[C:7]([F:8])=[C:6]([NH2:14])[CH:5]=[CH:4][C:3]=1[C:10]([F:13])([F:12])[F:11]. Procedure: 200 g of 2,3,4-trifluorobenzotrifluoride in 500 ml of tetrahydrofuran were initially introduced into an autoclave and it was pressurized using 60 ml of liquid ammonia. After stirring for 6 hours at 130° C. (maximum pressure 18 bar), the mixture was cooled and the pressure was released. By distillation, 72 g of 2-amino-3,4-difluoro-benzotrifluoride were obtained with a boiling point of 60° to 64° C. at 26 mbar and 92 g of 2,3-difluoro-4-amino-benzotrifluoride with a boiling point of 92° to 93° C....